From a dataset of the Open Reaction Database (ORD), a public repository of structured organic reaction records. describe an organic reaction: reactants, conditions, products, and yield The reactants are COC=1C(=C(CC=2C(=C(C(=O)O)C=CC2)OCC2=CC=CC=C2)C(=C(C1OC)OC)OC)C (3-(3,4,5,6-Tetramethoxy-2-methylbenzyl)-2-benzyloxybenzoic acid), [H][H] (hydrogen). The reagents and catalysts are [Pd] (Pd—C). Solvent: C(C)O (ethanol), C(C)O (ethanol). The product is COC=1C(=C(CC=2C(=C(C(=O)O)C=CC2)O)C(=C(C1OC)OC)OC)C (3-(3,4,5,6-Tetramethoxy-2-methylbenzyl)-2-hydroxybenzoic acid). Yield: 98.3%. Reaction SMILES: [CH3:1][O:2][C:3]1[C:4]([CH3:33])=[C:5]([C:24]([O:31][CH3:32])=[C:25]([O:29][CH3:30])[C:26]=1[O:27][CH3:28])[CH2:6][C:7]1[C:8]([O:16]CC2C=CC=CC=2)=[C:9]([CH:13]=[CH:14][CH:15]=1)[C:10]([OH:12])=[O:11].[H][H]>C(O)C.[Pd]>[CH3:1][O:2][C:3]1[C:4]([CH3:33])=[C:5]([C:24]([O:31][CH3:32])=[C:25]([O:29][CH3:30])[C:26]=1[O:27][CH3:28])[CH2:6][C:7]1[C:8]([OH:16])=[C:9]([CH:13]=[CH:14][CH:15]=1)[C:10]([OH:12])=[O:11]. Procedure details: 3-(3,4,5,6-Tetramethoxy-2-methylbenzyl)-2-benzyloxybenzoic acid (0.52 g, 1.15 mmol) was dissolved in ethanol (10 ml) and after adding thereto an ethanol suspension (3 ml) of 5% Pd—C (0.15 g), the solution was stirred at room temperature for 16 hours in a hydrogen stream. The reaction solution was filtered, the filtrate was concentrated, and the obtained residue was purified by silica gel column chromatography (chloroform:methanol=9:1) to obtain the titled compound (0.41 g, 1.13 mmol, 98%).